This data is from the Open Reaction Database (ORD), a public repository of structured organic reaction records. The task is: describe an organic reaction: reactants, conditions, products, and yield Starting materials: CCOC(=O)/N=N/C(=O)OCC (DEAD), C(C)(C)(C)OC(=O)N1C(=NC2=C1C=C(C=C2)O)C(C)C (1-tert-butoxycarbonyl-6-hydroxy-2-isopropylbenzimidazole), C(C)(C)(C)OC(=O)N1CCC(CC1)O (1-tert-butoxycarbonyl-4-hydroxypiperidine), C1(=CC=CC=C1)P(C1=CC=CC=C1)C1=CC=CC=C1 (triphenylphosphine). Run in C1CCOC1 (THF). Conditions: time 12 hour. The product is C(C)(C)(C)OC(=O)N1C(=NC2=C1C=C(C=C2)OC2CCN(CC2)C(=O)OC(C)(C)C)C(C)C (1-tert-butoxycarbonyl-6-(N-(tert-butoxycarbonyl)piperidin-4-yloxy)-2-isopropylbenzimidazole). Reaction SMILES: CCOC(/N=N/C(OCC)=O)=O.[C:13]([O:17][C:18]([N:20]1[C:24]2[CH:25]=[C:26]([OH:29])[CH:27]=[CH:28][C:23]=2[N:22]=[C:21]1[CH:30]([CH3:32])[CH3:31])=[O:19])([CH3:16])([CH3:15])[CH3:14].[C:33]([O:37][C:38]([N:40]1[CH2:45][CH2:44][CH:43](O)[CH2:42][CH2:41]1)=[O:39])([CH3:36])([CH3:35])[CH3:34].C1(P(C2C=CC=CC=2)C2C=CC=CC=2)C=CC=CC=1>C1COCC1>[C:13]([O:17][C:18]([N:20]1[C:24]2[CH:25]=[C:26]([O:29][CH:43]3[CH2:44][CH2:45][N:40]([C:38]([O:37][C:33]([CH3:36])([CH3:35])[CH3:34])=[O:39])[CH2:41][CH2:42]3)[CH:27]=[CH:28][C:23]=2[N:22]=[C:21]1[CH:30]([CH3:32])[CH3:31])=[O:19])([CH3:16])([CH3:15])[CH3:14]. Procedure: DEAD (0.60 mL, 3.80 mmol) was added to a solution of 1-tert-butoxycarbonyl-6-hydroxy-2-isopropylbenzimidazole (690 mg, 2.30 mmol), 1-tert-butoxycarbonyl-4-hydroxypiperidine (925 mg, 4.60 mmol), triphenylphosphine (904 mg, 3.45 mmol) and THF (5 mL) at 25° C. After stirring for 12 hours, the solvent was removed in vacuo. Chromatography (SiO2, 100 g) of the resulting oil with hexane/ethyl acetate (1:1) afforded 1-tert-butoxycarbonyl-6-(N-(tert-butoxycarbonyl)piperidin-4-yloxy)-2-isopropylbenzimidaz... Procedure: To 400 mL of a 1N sodium hydroxide aqueous solution, is added dropwise 67.5 g of a solution (10% molar) of 3-(difluoromethyl)-5-fluoro-1-methyl-1H-pyrazole-4-carbonyl fluoride in tetra-hydrothiophene-1,1-dioxide. The temperature is kept below 20° C. during the addition. After 2 hours of stirring at room temperature, the reaction mixture is carefully acidified to pH 2 with concentrated aqueous hydrochloric acid. The resulting white precipitate is filtered, washed with water, and dried to yield 6 ... As a reaction SMILES: [OH-:1].[Na+].[F:3][CH:4]([F:15])[C:5]1[C:9]([C:10](F)=[O:11])=[C:8]([F:13])[N:7]([CH3:14])[N:6]=1.Cl>S1(=O)(=O)CCCC1>[F:3][CH:4]([F:15])[C:5]1[C:9]([C:10]([OH:1])=[O:11])=[C:8]([F:13])[N:7]([CH3:14])[N:6]=1 |f:0.1|. The product is FC(C1=NN(C(=C1C(=O)O)F)C)F (3-(difluoromethyl)-5-fluoro-1-methyl-1H-pyrazole-4-carboxylic acid). Starting materials: Cl (hydrochloric acid), [OH-].[Na+] (sodium hydroxide), solution, FC(C1=NN(C(=C1C(=O)F)F)C)F (3-(difluoromethyl)-5-fluoro-1-methyl-1H-pyrazole-4-carbonyl fluoride). The solvent is S1(CCCC1)(=O)=O (tetra-hydrothiophene-1,1-dioxide). Run at time 2 hour. The reactants are C(C)(C)(C)OC(=O)N1C(\C(\C2=CC=C(C=C12)Cl)=C/C1=C(C=CC(=C1)Br)OCC(F)(F)F)=O (Z-3-[5-bromo-2-(2,2,2-trifluoro-ethoxy)-benzylidene]-6-chloro-2-oxo-2,3-dihydro-indole-1-carboxylic acid tert-butyl ester), ClC1=C(C=C(C=C1)Cl)C=NC(=C)O[Si](C)(C)C (1-(2,5-dichlorophenyl)-3-trimethylsilyoxy-2-aza-1,3-butadiene). Solvent: ClCCl (dichloromethane), C1(=CC=CC=C1)C (toluene). Yields the product FC(C(=O)O)(F)F (trifluoroacetic acid), BrC=1C=CC(=C(C1)C1C2(C(NC(C1)=O)C1=C(C=CC(=C1)Cl)Cl)C(NC1=CC(=CC=C12)Cl)=O)OCC(F)(F)F (racemic (2′R,3S,4′R)-4′-[5-bromo-2-(2,2,2-trifluoro-ethoxy)-phenyl]-6-chloro-2′-(2,5-dichlorophenyl)spiro[3H-indole-3,3′-piperidine]-2,6′(1H)-dione). Isolated yield 18.5%. RXN SMILES: C(OC([N:8]1[C:16]2[C:11](=[CH:12][CH:13]=[C:14]([Cl:17])[CH:15]=2)/[C:10](=[CH:18]/[C:19]2[CH:24]=[C:23]([Br:25])[CH:22]=[CH:21][C:20]=2[O:26][CH2:27][C:28]([F:31])([F:30])[F:29])/[C:9]1=[O:32])=O)(C)(C)C.[Cl:33][C:34]1[CH:39]=[CH:38][C:37]([Cl:40])=[CH:36][C:35]=1[CH:41]=[N:42][C:43]([O:45][Si](C)(C)C)=[CH2:44]>C1(C)C=CC=CC=1.ClCCl>[F:29][C:28]([F:31])([F:30])[C:27]([OH:45])=[O:26].[Br:25][C:23]1[CH:22]=[CH:21][C:20]([O:26][CH2:27][C:28]([F:29])([F:31])[F:30])=[C:19]([CH:18]2[CH2:44][C:43](=[O:45])[NH:42][CH:41]([C:35]3[CH:36]=[C:37]([Cl:40])[CH:38]=[CH:39][C:34]=3[Cl:33])[C:10]32[C:11]2[C:16](=[CH:15][C:14]([Cl:17])=[CH:13][CH:12]=2)[NH:8][C:9]3=[O:32])[CH:24]=1. Procedure details: In a manner similar to the method described in Example 228d, E/Z-3-[5-bromo-2-(2,2,2-trifluoro-ethoxy)-benzylidene]-6-chloro-2-oxo-2,3-dihydro-indole-1-carboxylic acid tert-butyl ester (0.53 g, 1 mmol) was reacted with 1-(2,5-dichlorophenyl)-3-trimethylsilyoxy-2-aza-1,3-butadiene prepared in Example 159a (6 mmol) in toluene and then trifluoroacetic acid in dichloromethane to give title compound as a white solid (0.06 g). Reactants: C1(=CC=CC=C1)P(C1=CC=CC=C1)C1=CC=CC=C1 (triphenylphosphine), N1C=NC=C1 (imidazole), [Si](C1=CC=CC=C1)(C1=CC=CC=C1)(C(C)(C)C)OC[C@H](CCC(=O)O)I (5-[(tert-butyldiphenylsilyl)oxy]-4-(S)-iodopentanoic acid), C(C)(=S)[O-] (thioacetate), [Si](C1=CC=CC=C1)(C1=CC=CC=C1)(C(C)(C)C)OC[C@H](CCC(=O)O)I (5-[(tert-butyldiphenylsilyl)oxy]-4-(S)-iodopentanoic acid), II (iodine), methyl ester, lactone, [OH-].[Na+] (sodium hydroxide), methyl ester, [Si](C1=CC=CC=C1)(C1=CC=CC=C1)(C(C)(C)C)OC[C@@H](CCC(=O)O)O (5-[(tert-butyldiphenylsilyl)oxy]-4-(R)-hydroxypentanoic acid), S(=O)(=O)(OC)OC (dimethyl sulfate). Solvent: C(C)O (ethanol), C1(=CC=CC=C1)C (toluene), CS(=O)C (dimethyl sulfoxide). The product is methyl ester, C(C)(=O)S[C@H](CCC(=O)O)CO[Si](C1=CC=CC=C1)(C1=CC=CC=C1)C(C)(C)C (4-(R)-(acetylthio)-5-[(tert-butyldiphenylsilyl)oxy]pentanoic acid). RXN SMILES: [OH-].[Na+].[Si:3]([O:20][CH2:21][C@H:22](O)[CH2:23][CH2:24][C:25]([OH:27])=[O:26])([C:16]([CH3:19])([CH3:18])[CH3:17])([C:10]1[CH:15]=[CH:14][CH:13]=[CH:12][CH:11]=1)[C:4]1[CH:9]=[CH:8][CH:7]=[CH:6][CH:5]=1.S(OC)(OC)(=O)=O.[Si](OC[C@@H](I)CCC(O)=O)(C(C)(C)C)(C1C=CC=CC=1)C1C=CC=CC=1.C1(P(C2C=CC=CC=2)C2C=CC=CC=2)C=CC=CC=1.N1C=CN=C1.II.[C:88]([O-:91])(=[S:90])[CH3:89]>C(O)C.CS(C)=O.C1(C)C=CC=CC=1>[C:88]([S:90][C@@H:22]([CH2:21][O:20][Si:3]([C:16]([CH3:17])([CH3:19])[CH3:18])([C:4]1[CH:9]=[CH:8][CH:7]=[CH:6][CH:5]=1)[C:10]1[CH:11]=[CH:12][CH:13]=[CH:14][CH:15]=1)[CH2:23][CH2:24][C:25]([OH:27])=[O:26])(=[O:91])[CH3:89] |f:0.1|. Procedure details: D-glutamic acid (1) was treated with sodium nitrite in hydrochloric acid to produce (R)-1,4-butyrolactone-4-carboxylic acid (2). Compound 2 was then reduced by borane-dimethyl sulfide complex in THF to give the corresponding (R)-4-(hydroxymethyl)-4-butyrolactone (4), which was subsequently treated with tert-butyldiphenylsilyl chloride in methylene chloride using imidazole as a catalyst to afford (R)-5-O-tert-butyldiphenylsilyl-4-hydroxymethyl-1,4-butyrolactone (53). The protected lactone 53 was ... The reactants are [Li]CCCC (n-BuLi), C(CCC)[Li] (n-butyl lithium), CC=1N=NN(N1)C(C1=CC=CC=C1)(C1=CC=CC=C1)C1=CC=CC=C1 (5-methyl-2-trityl-2H-tetrazole), CC1=C(C=CC(=C1)C)N(S(=O)(=O)C1=CC=C(C=C1)C1OC1)CC(C)C (N-(2,4-dimethylphenyl)-N-isobutyl-4-(oxiran-2-yl)benzenesulfonamide), crude residue. Run in O1CCCC1 (Tetrahydrofuran), O1CCCC1 (tetrahydrofuran), O1CCCC1 (Tetrahydrofuran). Conditions: temperature -78 celsius, time 45 minute. The product is CC1=C(C=CC(=C1)C)N(S(=O)(=O)C1=CC=C(C=C1)C(CCC=1N=NN(N1)C(C1=CC=CC=C1)(C1=CC=CC=C1)C1=CC=CC=C1)O)CC(C)C (N-(2,4-dimethylphenyl)-4-(1-hydroxy-3-(2-trityl-2H-tetrazol-5-yl)propyl)-N-isobutylbenzenesulfonamide). Yield: 13.9%. RXN SMILES: [CH3:1][C:2]1[N:3]=[N:4][N:5]([C:7]([C:20]2[CH:25]=[CH:24][CH:23]=[CH:22][CH:21]=2)([C:14]2[CH:19]=[CH:18][CH:17]=[CH:16][CH:15]=2)[C:8]2[CH:13]=[CH:12][CH:11]=[CH:10][CH:9]=2)[N:6]=1.[Li]CCCC.[CH3:31][C:32]1[CH:37]=[C:36]([CH3:38])[CH:35]=[CH:34][C:33]=1[N:39]([CH2:52][CH:53]([CH3:55])[CH3:54])[S:40]([C:43]1[CH:48]=[CH:47][C:46]([CH:49]2[CH2:51][O:50]2)=[CH:45][CH:44]=1)(=[O:42])=[O:41]>O1CCCC1>[CH3:31][C:32]1[CH:37]=[C:36]([CH3:38])[CH:35]=[CH:34][C:33]=1[N:39]([CH2:52][CH:53]([CH3:55])[CH3:54])[S:40]([C:43]1[CH:48]=[CH:47][C:46]([CH:49]([OH:50])[CH2:51][CH2:1][C:2]2[N:3]=[N:4][N:5]([C:7]([C:8]3[CH:13]=[CH:12][CH:11]=[CH:10][CH:9]=3)([C:14]3[CH:15]=[CH:16][CH:17]=[CH:18][CH:19]=3)[C:20]3[CH:25]=[CH:24][CH:23]=[CH:22][CH:21]=3)[N:6]=2)=[CH:45][CH:44]=1)(=[O:42])=[O:41]. Procedure: To a solution of 5-methyl-2-trityl-2H-tetrazole (68.5 mg, 0.21 mmol) in tetrahydrofuran (THF) (1 mL), stirred under nitrogen at −70° C., was added a solution of n-BuLi (1.6 M in hexanes, 0.144 mL, 0.231 mmol) in Tetrahydrofuran (THF) (1 mL) dropwise over 1 minute. The reaction mixture was then stirred at −78° C. for 45 minutes. N-(2,4-dimethylphenyl)-N-isobutyl-4-(oxiran-2-yl)benzenesulfonamide (108 mg, 0.300 mmol) in Tetrahydrofuran (THF) (1 mL) was added dropwise at −78° C. over 1 minute. The ... The reactants are CC(=O)O, CC(=O)O, NC(=O)CC(NC(=O)OCc1ccccc1)C(=O)O, CCOC(C)=O, CC#N, O=[IH2]c1ccccc1, O. Yields the product NCC(NC(=O)OCc1ccccc1)C(=O)O. As a reaction SMILES: [C:29]([OH:30])(=[O:31])[CH3:32].[C:33]([OH:34])(=[O:35])[CH3:36].[CH2:1]([c:2]1[cH:3][cH:4][cH:5][cH:6][cH:7]1)[O:8][C:9](=[O:10])[NH:11][CH:12]([CH2:13][C:14](=[O:15])[NH2:16])[C:17](=[O:18])[OH:19].[CH3:20][CH2:21][O:22][C:23](=[O:24])[CH3:25].[CH3:26][C:27]#[N:28].[IH2:37]([c:38]1[cH:39][cH:40][cH:41][cH:42][cH:43]1)=[O:44].[OH2:45]>>[CH2:1]([c:2]1[cH:3][cH:4][cH:5][cH:6][cH:7]1)[O:8][C:9](=[O:10])[NH:11][CH:12]([CH2:13][NH2:28])[C:17](=[O:18])[OH:19]. Starting materials: CN1S(C2=C(C(C1)=O)C=CC=C2)(=O)=O (3,4-dihydro-2-methyl-4-oxo-1,2-benzothiazine 1,1-dioxide), methylmagnesiumcarbonate, Cl (hydrochloric acid), ice, C(C)OCC (diethyl ether). Run in CN(C=O)C (N,N-dimethyl formamide). Conditions: time 2 hour. The product is CN1S(C2=C(C(C1C(=O)O)=O)C=CC=C2)(=O)=O (3,4-dihydro-2-methyl-4-oxo-2H-1,2-benzothiazine-3-carboxylic acid 1,1-dioxide). The yield is 94.2%. RXN SMILES: [CH3:1][N:2]1[CH2:7][C:6](=[O:8])[C:5]2[CH:9]=[CH:10][CH:11]=[CH:12][C:4]=2[S:3]1(=[O:14])=[O:13].[C:15](=O)([O-:17])[O-:16].C[Mg+2].Cl.C(OCC)C>CN(C)C=O>[CH3:1][N:2]1[CH:7]([C:15]([OH:17])=[O:16])[C:6](=[O:8])[C:5]2[CH:9]=[CH:10][CH:11]=[CH:12][C:4]=2[S:3]1(=[O:13])=[O:14] |f:1.2|. Procedure: To 6.34 g (0.03 mole) 3,4-dihydro-2-methyl-4-oxo-1,2-benzothiazine 1,1-dioxide, 19.5 g (0.15 mole) methylmagnesiumcarbonate in 150 ml N,N-dimethyl formamide were added. The mixture was stirred at 140°-150° C. for 2 hours. The resulting solution was poured quickly into a mixture of 200 ml conc-hydrochloric acid, 200 g ice chips and 500 ml diethyl ether. After stirring the mixture for 10 minutes, the diethylether layer was separated and the separated diethyl ether solution was evaporated in vacuo.... The reactants are FC1=C(N)C=C(C(=C1F)F)F (2,3,4,5-Tetrafluoroaniline), ClS(=O)(=O)O (chlorosulfonic acid). Run in ClC(=C(Cl)Cl)Cl (tetrachloroethylene). The product is NC1=C(C(=C(C(=C1F)F)F)F)S(=O)(=O)O (2-Amino-3,4,5,6-tetrafluorobenzene sulfonic acid). Isolated yield 102.0%. RXN SMILES: [F:1][C:2]1[C:8]([F:9])=[C:7]([F:10])[C:6]([F:11])=[CH:5][C:3]=1[NH2:4].Cl[S:13]([OH:16])(=[O:15])=[O:14]>ClC(Cl)=C(Cl)Cl>[NH2:4][C:3]1[C:2]([F:1])=[C:8]([F:9])[C:7]([F:10])=[C:6]([F:11])[C:5]=1[S:13]([OH:16])(=[O:15])=[O:14]. Reported procedure: 2,3,4,5-Tetrafluoroaniline (16.5 g, 0.1 mol) was added dropwise over 20 minutes with stirring to a mixture of chlorosulfonic acid (14 g, 0.12 mol) in tetrachloroethylene (100 mL) with ice bath cooling. A yellow precipitate formed immediately.. When the addition was complete, the mixture was heated at reflux for three hours, during which a light tan granular solid formed. The solid was collected by filtration, washed with ether, and dried in vacuo to give the title compound (25 g); m.p. 272°-276°... Yields the product NC[C@H]1/C(/CN(C1)CCC1=C(C=NC2=CC=C(N=C12)OC)F)=N/O ((3Z,4R)-4-(aminomethyl)-1-{2-[3-fluoro-6-(methyloxy)-1,5-naphthyridin-4-yl]ethyl}-3-pyrrolidinone oxime). Solvent: CO.C1CCOC1 (MeOH THF). Starting materials: FC=1C=NC2=CC=C(N=C2C1CCN1C[C@H](/C(/C1)=N/O)CNC(OCC1=CC=CC=C1)=O)OC (Phenylmethyl {[(3R,4Z)-1-{2-[3-fluoro-6-(methyloxy)-1,5-naphthyridin-4-yl]ethyl}-4-(hydroxyimino)-3-pyrrolidinyl]methyl}carbamate). Procedure details: Phenylmethyl {[(3R,4Z)-1-{2-[3-fluoro-6-(methyloxy)-1,5-naphthyridin-4-yl]ethyl}-4-(hydroxyimino)-3-pyrrolidinyl]methyl}carbamate (0.180 g, 0.39 mmol) was dissolved in 1:1 (MeOH/THF) (10 mL). Catalytic 10% Palladium on carbon was added and the solution subjected to H at 55 PSI on a Parr shaker for 6 hours. The solution was filtered through a pad of celite and concentrated under reduced pressure. (0.174 g, quant.) LCMS: m/z 334.4 (MH+). As a reaction SMILES: [F:1][C:2]1[CH:3]=[N:4][C:5]2[C:10]([C:11]=1[CH2:12][CH2:13][N:14]1[CH2:18]/[C:17](=[N:19]\[OH:20])/[C@H:16]([CH2:21][NH:22]C(=O)OCC3C=CC=CC=3)[CH2:15]1)=[N:9][C:8]([O:33][CH3:34])=[CH:7][CH:6]=2>[Pd].CO.C1COCC1>[NH2:22][CH2:21][C@@H:16]1[CH2:15][N:14]([CH2:13][CH2:12][C:11]2[C:10]3[C:5](=[CH:6][CH:7]=[C:8]([O:33][CH3:34])[N:9]=3)[N:4]=[CH:3][C:2]=2[F:1])[CH2:18]/[C:17]/1=[N:19]\[OH:20] |f:2.3|. The reagents and catalysts are [Pd] (Palladium on carbon). Run at time 6 hour.